Dataset: the Open Reaction Database (ORD), a public repository of structured organic reaction records. Task: describe an organic reaction: reactants, conditions, products, and yield Reactants: ClC1=C(OCC=2OC=C(N2)C(=O)OC)C=C(C=C1)CN[C@H](C)C1=CC(=CC=C1)Cl ((R)-methyl 2-((2-chloro-5-((1-(3-chlorophenyl)ethylamino)methyl)phenoxy)methyl)oxazole-4-carboxylate), C[Si]([O-])(C)C.[K+] (potassium trimethylsilanolate). The solvent is C1CCOC1 (THF). Reaction conditions: time 2 hour. The product is ClC1=C(OCC=2OC=C(N2)C(=O)O)C=C(C=C1)CN[C@H](C)C1=CC(=CC=C1)Cl ((R)-2-((2-chloro-5-((1-(3-chlorophenyl)ethylamino)methyl)phenoxy)methyl)oxazole-4-carboxylic acid). Yield: 61.2%. As a reaction SMILES: [Cl:1][C:2]1[CH:18]=[CH:17][C:16]([CH2:19][NH:20][C@@H:21]([C:23]2[CH:28]=[CH:27][CH:26]=[C:25]([Cl:29])[CH:24]=2)[CH3:22])=[CH:15][C:3]=1[O:4][CH2:5][C:6]1[O:7][CH:8]=[C:9]([C:11]([O:13]C)=[O:12])[N:10]=1.C[Si](C)(C)[O-].[K+]>C1COCC1>[Cl:1][C:2]1[CH:18]=[CH:17][C:16]([CH2:19][NH:20][C@@H:21]([C:23]2[CH:28]=[CH:27][CH:26]=[C:25]([Cl:29])[CH:24]=2)[CH3:22])=[CH:15][C:3]=1[O:4][CH2:5][C:6]1[O:7][CH:8]=[C:9]([C:11]([OH:13])=[O:12])[N:10]=1 |f:1.2|. Procedure: To a solution of (R)-methyl 2-((2-chloro-5-((1-(3-chlorophenyl)ethylamino)methyl)phenoxy)methyl)oxazole-4-carboxylate 102 (69 mg, 159 μmol) in 2 mL of dry THF, was added potassium trimethylsilanolate (22 mg, 174 μmol). The solution was stirred at ambient temperature for 2 h. The reaction was concentrated and the resulting crude material was purified with reverse phase preparatory HPLC. The desired fractions were combined and lyophilized to give (R)-2-((2-chloro-5-((1-(3-chlorophenyl)ethylamino)m... Reaction conditions: temperature 80 celsius, time 4 hour. Procedure details: To a solution of 2,6-difluoro-N-(1-{[5-iodo-2-(trifluoromethyl)phenyl]methyl}-1H-pyrazol-3-yl)benzamide (for a preparation see Example 102)(80 mg, 0.158 mmol) in THF (1 ml) was added tetrakis(triphenyl-phosphine)palladium(0) (25 mg, 0.022 mmol, Aldrich). To the solution was added 2.0 M methylzinc chloride in THF (0.5 mL, 1.0 mmol, Aldrich) and the mixture stirred at 80° C. under nitrogen for 4 h. The solvent was removed in vacuo and the residue diluted with methanol:DMSO (1:1, 2 ml). The suspens... Run in C1CCOC1 (THF), C1CCOC1 (THF). Starting materials: FC1=C(C(=O)NC2=NN(C=C2)CC2=C(C=CC(=C2)I)C(F)(F)F)C(=CC=C1)F (2,6-difluoro-N-(1-{[5-iodo-2-(trifluoromethyl)phenyl]methyl}-1H-pyrazol-3-yl)benzamide), tetrakis(triphenyl-phosphine)palladium(0), [Cl-].C[Zn+] (methylzinc chloride). RXN SMILES: [F:1][C:2]1[CH:27]=[CH:26][CH:25]=[C:24]([F:28])[C:3]=1[C:4]([NH:6][C:7]1[CH:11]=[CH:10][N:9]([CH2:12][C:13]2[CH:18]=[C:17](I)[CH:16]=[CH:15][C:14]=2[C:20]([F:23])([F:22])[F:21])[N:8]=1)=[O:5].[Cl-].[CH3:30][Zn+]>C1COCC1>[F:1][C:2]1[CH:27]=[CH:26][CH:25]=[C:24]([F:28])[C:3]=1[C:4]([NH:6][C:7]1[CH:11]=[CH:10][N:9]([CH2:12][C:13]2[CH:18]=[C:17]([CH3:30])[CH:16]=[CH:15][C:14]=2[C:20]([F:23])([F:22])[F:21])[N:8]=1)=[O:5] |f:1.2|. Yields the product FC1=C(C(=O)NC2=NN(C=C2)CC2=C(C=CC(=C2)C)C(F)(F)F)C(=CC=C1)F (2,6-Difluoro-N-(1-{[5-methyl-2-(trifluoromethyl)phenyl]methyl}-1H-pyrazol-3-yl)benzamide). Starting materials: N1=C(C=CC=C1)C1=CSC=2N=CN=C(C21)O (5-(pyridin-2-yl)thieno[2,3-d]pyrimidin-4-ol), P(=O)(Cl)(Cl)Cl (phosphoroyl trichloride). The solvent is O1CCOCC1 (dioxane). Conditions: temperature 110 celsius, time 8 hour. Yields the product ClC=1C2=C(N=CN1)SC=C2C2=NC=CC=C2 (2-[4-chlorothieno[2,3-d]pyrimidin-5-yl]pyridine). Reaction SMILES: [N:1]1[CH:6]=[CH:5][CH:4]=[CH:3][C:2]=1[C:7]1[C:15]2[C:14](O)=[N:13][CH:12]=[N:11][C:10]=2[S:9][CH:8]=1.P(Cl)(Cl)([Cl:19])=O>O1CCOCC1>[Cl:19][C:14]1[C:15]2[C:7]([C:2]3[CH:3]=[CH:4][CH:5]=[CH:6][N:1]=3)=[CH:8][S:9][C:10]=2[N:11]=[CH:12][N:13]=1. Reported procedure: A 100-mL round-bottom flask was charged with 5-(pyridin-2-yl)thieno[2,3-d]pyrimidin-4-ol (2 g, 8.72 mmol, 1.00 equiv) and dioxane (30 mL). This was followed by the addition of phosphoroyl trichloride (4.0 g, 26.09 mmol, 2.99 equiv), in portions at room temperature. The resulting solution was stirred overnight at 110° C. The resulting mixture was concentrated under vacuum. The residue was then quenched by the addition of 50 mL of water/ice. The pH value of the solution was adjusted to 8 with satu... Starting materials: CC(C)(C)[O-].[K+] (potassium tert-butylate), ClC=1C=CC(=C(C(=O)NC2=CC=C(C=C2)S)C1)NS(=O)(=O)C1=CC=C(C=C1)Cl (5-chloro-2-(4-chloro-phenylsulfonylamino)-N-(4-mercapto-phenyl)-benzamide), C(C)(C)Br (isopropyl bromide). Reaction SMILES: [Cl:1][C:2]1[CH:3]=[CH:4][C:5]([NH:18][S:19]([C:22]2[CH:27]=[CH:26][C:25]([Cl:28])=[CH:24][CH:23]=2)(=[O:21])=[O:20])=[C:6]([CH:17]=1)[C:7]([NH:9][C:10]1[CH:15]=[CH:14][C:13]([SH:16])=[CH:12][CH:11]=1)=[O:8].[CH3:29][C:30]([O-])(C)[CH3:31].[K+].C(Br)(C)C>CN(C)C=O>[Cl:1][C:2]1[CH:3]=[CH:4][C:5]([NH:18][S:19]([C:22]2[CH:27]=[CH:26][C:25]([Cl:28])=[CH:24][CH:23]=2)(=[O:21])=[O:20])=[C:6]([CH:17]=1)[C:7]([NH:9][C:10]1[CH:15]=[CH:14][C:13]([S:16][CH:30]([CH3:31])[CH3:29])=[CH:12][CH:11]=1)=[O:8] |f:1.2|. The product is ClC=1C=CC(=C(C(=O)NC2=CC=C(C=C2)SC(C)C)C1)NS(=O)(=O)C1=CC=C(C=C1)Cl (5-Chloro-2-(4-chloro-phenylsulfonylamino)-N-(4-isopropylmercapto-phenyl)-benzamide). Procedure details: 1.00 g (2.21 mmol) of 5-chloro-2-(4-chloro-phenylsulfonylamino)-N-(4-mercapto-phenyl)-benzamide were dissolved in 25 ml of dimethylformamide and 0.25 g (2.21 mmol) of potassium tert-butylate were added. The mixture was stirred at room temperature for 15 min, then 0.27 g (2.21 mmol) of isopropyl bromide were added dropwise, and the mixture was heated to 60° C. for 8 h. For working up it was poured onto water and extracted with ethyl acetate. The combined extracts were evaporated and the residue w... Run in CN(C=O)C (dimethylformamide). Conditions: time 15 minute. Reactants: NC1=NC(=C2N=CN(C2=N1)CCC1COC(OC1)(C)C)Cl (2-amino-6-chloro-9-[2-(2,2-dimethyl-1,3-dioxan-5-yl)ethyl]purine). Solvent: O1CCCC1 (tetrahydrofuran), Cl (hydrochloric acid), O1CCCC1 (tetrahydrofuran). The product is Cl.NC1=NC(=C2N=CN(C2=N1)CCC(CO)CO)Cl (2-amino-6-chloro-9-(4-hydroxy-3-hydroxymethylbut-1-yl)purine hydrochloride). The yield is 125.5%. RXN SMILES: [NH2:1][C:2]1[N:10]=[C:9]2[C:5]([N:6]=[CH:7][N:8]2[CH2:11][CH2:12][CH:13]2[CH2:18][O:17]C(C)(C)[O:15][CH2:14]2)=[C:4]([Cl:21])[N:3]=1>O1CCCC1.Cl>[ClH:21].[NH2:1][C:2]1[N:10]=[C:9]2[C:5]([N:6]=[CH:7][N:8]2[CH2:11][CH2:12][CH:13]([CH2:18][OH:17])[CH2:14][OH:15])=[C:4]([Cl:21])[N:3]=1 |f:3.4|. Reported procedure: To a solution of 2-amino-6-chloro-9-[2-(2,2-dimethyl-1,3-dioxan-5-yl)ethyl]purine (0.46 g, 1.5 mmol) in tetrahydrofuran (4.5 ml), hydrochloric acid (2.0M, 0.5 ml) was added. A white precipitate formed and after 0.5 hour the solution was diluted with further tetrahydrofuran and was filtered to give 2-amino-6-chloro-9-(4-hydroxy-3-hydroxymethylbut-1-yl)purine hydrochloride (290 mg, 63%), decomposed over 165° C.; λmax (H2O, pH5.5) 223 (ε 28,400), 245 (ε 4,620), and 307 (ε 7,620) nm; νmax (KBr) 3370... Starting materials: C(C)(C)(C)OC(=O)NC1=C(N=C(S1)Br)C(=O)NC=1C=NC=CC1N1C[C@H](CCC1)NC(OC(C)(C)C)=O ((S)-tert-butyl 1-(3-(5-(tert-butoxycarbonylamino)-2-bromothiazole-4-carboxamido)pyridin-4-yl)piperidin-3-ylcarbamate), FC1=C(C(=CC=C1OCC)F)B(O)O (2,6-difluoro-3-ethoxyphenyl-boronic acid), C(=O)(C(F)(F)F)O (TFA). The reagents and catalysts are C1=CC=C(C=C1)P([C-]2C=CC=C2)C3=CC=CC=C3.C1=CC=C(C=C1)P([C-]2C=CC=C2)C3=CC=CC=C3.Cl[Pd]Cl.[Fe+2] (Pd(dppf)Cl2). Solvent: C(C)#N (acetonitrile). Run at time 30 minute. The product is NC1=C(N=C(S1)C1=C(C(=CC=C1F)OCC)F)C(=O)NC=1C=NC=CC1N1C[C@H](CCC1)N ((S)-5-amino-N-(4-(3-aminopiperidin-1-yl)pyridin-3-yl)-2-(3-ethoxy-2,6-difluorophenyl)thiazole-4-carboxamide). Isolated yield 12.0%. As a reaction SMILES: C(OC([NH:8][C:9]1[S:13][C:12](Br)=[N:11][C:10]=1[C:15]([NH:17][C:18]1[CH:19]=[N:20][CH:21]=[CH:22][C:23]=1[N:24]1[CH2:29][CH2:28][CH2:27][C@H:26]([NH:30]C(=O)OC(C)(C)C)[CH2:25]1)=[O:16])=O)(C)(C)C.[F:38][C:39]1[C:44]([O:45][CH2:46][CH3:47])=[CH:43][CH:42]=[C:41]([F:48])[C:40]=1B(O)O.C(O)(C(F)(F)F)=O>C1C=CC(P(C2C=CC=CC=2)[C-]2C=CC=C2)=CC=1.C1C=CC(P(C2C=CC=CC=2)[C-]2C=CC=C2)=CC=1.Cl[Pd]Cl.[Fe+2].C(#N)C>[NH2:8][C:9]1[S:13][C:12]([C:40]2[C:41]([F:48])=[CH:42][CH:43]=[C:44]([O:45][CH2:46][CH3:47])[C:39]=2[F:38])=[N:11][C:10]=1[C:15]([NH:17][C:18]1[CH:19]=[N:20][CH:21]=[CH:22][C:23]=1[N:24]1[CH2:29][CH2:28][CH2:27][C@H:26]([NH2:30])[CH2:25]1)=[O:16] |f:3.4.5.6|. Procedure details: A septum sealed microwave tube was charged with (S)-tert-butyl 1-(3-(5-(tert-butoxycarbonylamino)-2-bromothiazole-4-carboxamido)pyridin-4-yl)piperidin-3-ylcarbamate (50 mg, 0.084 mmol), 2,6-difluoro-3-ethoxyphenyl-boronic acid (169 mg, 0.84 mmol), Pd(dppf)Cl2 (13.6 mg, 0.016 mmol) 1M Na2CO3 (0.6 mL, 14.1 mmol) and acetonitrile (3 mL). The mixture was irradiated for 30 min at 120 C. Upon completion of the reaction, the solvent was distilled off and the crude material was dissolved in CH2Cl2 (5 mL... The solvent is C(C)#N (acetonitrile), ClCCl (dichloromethane). Reactants: C([O-])([O-])=O.[K+].[K+] (potassium carbonate), [I-].[Na+] (sodium iodide), OC[C@H]1NCCC1 (2-hydroxymethyl-(S)-pyrrolidine), BrCCCOC1=C(C=CC=C1)CC(=O)OC (methyl 2-(3-bromopropoxy)phenylacetate). Conditions: temperature 70 celsius. The product is OC[C@H]1N(CCC1)CCCOC1=C(C=CC=C1)CC(=O)OC (methyl 2-[3-(2-hydroxymethyl-(S)-1-pyrrolidinyl)propoxy]-phenylacetate). Yield: 81.0%. Procedure: 0.92 g of potassium carbonate, 0.22 g of sodium iodide and then 0.63 g of 2-hydroxymethyl-(S)-pyrrolidine are successively added to a solution of 1.8 g of methyl 2-(3-bromopropoxy)phenylacetate in 20 cm3 of acetonitrile. The reaction mixture is heated at 70° C. for 5 hours and then, after cooling, diluted with 100 cm3 of dichloromethane, washed with 100 cm3 of water and then with 100 cm3 of a saturated aqueous solution of sodium chloride, dried over magnesium sulphate and concentrated to dryness... As a reaction SMILES: C(=O)([O-])[O-].[K+].[K+].[I-].[Na+].[OH:9][CH2:10][C@@H:11]1[CH2:15][CH2:14][CH2:13][NH:12]1.Br[CH2:17][CH2:18][CH2:19][O:20][C:21]1[CH:26]=[CH:25][CH:24]=[CH:23][C:22]=1[CH2:27][C:28]([O:30][CH3:31])=[O:29]>C(#N)C.ClCCl>[OH:9][CH2:10][C@@H:11]1[CH2:15][CH2:14][CH2:13][N:12]1[CH2:17][CH2:18][CH2:19][O:20][C:21]1[CH:26]=[CH:25][CH:24]=[CH:23][C:22]=1[CH2:27][C:28]([O:30][CH3:31])=[O:29] |f:0.1.2,3.4|.